Dataset: the Open Reaction Database (ORD), a public repository of structured organic reaction records. Task: describe an organic reaction: reactants, conditions, products, and yield The reactants are CC(C)(C)c1ccc(OCC(=O)Nc2ccn(C3CC(O)C(CO)O3)c(=O)n2)cc1, [Cl-], ClCCl, CC(COC(=O)n1cc[n+](C)c1)c1ccccc1[N+](=O)[O-]. Yields the product CC(COC(=O)OC1CC(n2ccc(NC(=O)COc3ccc(C(C)(C)C)cc3)nc2=O)OC1CO)c1ccccc1[N+](=O)[O-]. As a reaction SMILES: [C:1]([CH3:2])([CH3:3])([CH3:4])[c:5]1[cH:6][cH:7][c:8]([O:9][CH2:10][C:11](=[O:12])[NH:13][c:14]2[n:15][c:16](=[O:28])[n:17]([CH:18]3[CH2:19][CH:20]([OH:21])[CH:22]([CH2:23][OH:24])[O:25]3)[cH:26][cH:27]2)[cH:29][cH:30]1.[Cl-:31].[Cl:53][CH2:54][Cl:55].[N+:32](=[O:33])([O-:34])[c:35]1[c:36]([CH:41]([CH2:42][O:43][C:44](=[O:45])[n:46]2[cH:47][cH:48][n+:49]([CH3:50])[cH:51]2)[CH3:52])[cH:37][cH:38][cH:39][cH:40]1>>[C:1]([CH3:2])([CH3:3])([CH3:4])[c:5]1[cH:6][cH:7][c:8]([O:9][CH2:10][C:11](=[O:12])[NH:13][c:14]2[n:15][c:16](=[O:28])[n:17]([CH:18]3[CH2:19][CH:20]([O:21][C:44]([O:43][CH2:42][CH:41]([c:36]4[c:35]([N+:32](=[O:33])[O-:34])[cH:40][cH:39][cH:38][cH:37]4)[CH3:52])=[O:45])[CH:22]([CH2:23][OH:24])[O:25]3)[cH:26][cH:27]2)[cH:29][cH:30]1.